From a dataset of the Open Reaction Database (ORD), a public repository of structured organic reaction records. describe an organic reaction: reactants, conditions, products, and yield Starting materials: C(C)(C)(C)C1=CN(/C(/S1)=N/C(C1=C(C=CC(=C1)Cl)OC)=O)C[C@H]1N(CC1)C(=O)OC(C)(C)C ((S,Z)-tert-butyl 2-((5-tert-butyl-2-(5-chloro-2-methoxybenzoylimino)thiazol-3(2H)-yl)methyl)azetidine-1-carboxylate), FC(C(=O)O)(F)F (trifluoroacetic acid). Run in C(Cl)Cl (CH2Cl2). Reaction conditions: time 48 hour. The product is N1[C@H](CC1)CN1/C(/SC(=C1)C(C)(C)C)=N/C(C1=C(C=CC(=C1)Cl)OC)=O (N-[(2Z)-3-[(2R)-azetidin-2-ylmethyl]-5-tert-butyl-1,3-thiazol-2(3H)-ylidene]-5-chloro-2-methoxybenzamide). The yield is 67.7%. As a reaction SMILES: [C:1]([C:5]1[S:9]/[C:8](=[N:10]\[C:11](=[O:21])[C:12]2[CH:17]=[C:16]([Cl:18])[CH:15]=[CH:14][C:13]=2[O:19][CH3:20])/[N:7]([CH2:22][C@@H:23]2[CH2:26][CH2:25][N:24]2C(OC(C)(C)C)=O)[CH:6]=1)([CH3:4])([CH3:3])[CH3:2].FC(F)(F)C(O)=O>C(Cl)Cl>[NH:24]1[CH2:25][CH2:26][C@@H:23]1[CH2:22][N:7]1[CH:6]=[C:5]([C:1]([CH3:4])([CH3:3])[CH3:2])[S:9]/[C:8]/1=[N:10]\[C:11](=[O:21])[C:12]1[CH:17]=[C:16]([Cl:18])[CH:15]=[CH:14][C:13]=1[O:19][CH3:20]. Procedure: A solution of Example 15B (295 mg, 0.6 mmol) in CH2Cl2 (5 mL) was treated with trifluoroacetic acid (1 mL) and the reaction mixture was stirred at room temperature for 48 hrs, concentrated on the rotovap and the residue was partitioned between ethyl acetate and saturated NaHCO3. The organic layer was washed with brine, dried (MgSO4), filtered, and concentrated in vacuo. The residue was purified by flash chromatography using an Analogix® Intelliflash280™ (SiO2, 0-15% methanol in CH2Cl2) to afford... The reactants are CC=1C(NC(NC1C)=O)=O (5,6-dimethyl-2,4(1H,3H)-pyrimidinedione), C(C1=CC=CC=C1)Br (benzyl bromide). Yields the product C(C1=CC=CC=C1)N1C(NC(C(=C1C)C)=O)=O (1-benzyl-5,6-dimethyl-2,4(1H,3H)-pyrimidinedione). Reaction SMILES: [CH3:1][C:2]1[C:3](=[O:10])[NH:4][C:5](=[O:9])[NH:6][C:7]=1[CH3:8].[CH2:11](Br)[C:12]1[CH:17]=[CH:16][CH:15]=[CH:14][CH:13]=1>>[CH2:11]([N:6]1[C:7]([CH3:8])=[C:2]([CH3:1])[C:3](=[O:10])[NH:4][C:5]1=[O:9])[C:12]1[CH:17]=[CH:16][CH:15]=[CH:14][CH:13]=1. Reported procedure: substituting 5,6-dimethyl-2,4(1H,3H)-pyrimidinedione and benzyl bromide gave 1-benzyl-5,6-dimethyl-2,4(1H,3H)-pyrimidinedione, m.p. 187°-189° C.; RXN SMILES: [C:1]([O:5][C:6]([N:8]1[CH2:13][CH2:12][CH2:11][CH:10]([CH2:14][OH:15])[CH2:9]1)=[O:7])([CH3:4])([CH3:3])[CH3:2].[Cl:16][C:17]1[CH:22]=[CH:21][C:20]([C:23]2[CH:28]=[CH:27][C:26]([CH2:29]Cl)=[CH:25][CH:24]=2)=[CH:19][CH:18]=1>>[C:1]([O:5][C:6]([N:8]1[CH2:13][CH2:12][CH2:11][CH:10]([CH2:14][O:15][CH2:29][C:26]2[CH:25]=[CH:24][C:23]([C:20]3[CH:21]=[CH:22][C:17]([Cl:16])=[CH:18][CH:19]=3)=[CH:28][CH:27]=2)[CH2:9]1)=[O:7])([CH3:4])([CH3:3])[CH3:2]. Reactants: C(C)(C)(C)OC(=O)N1CC(CCC1)CO (1-(tert-butoxycarbonyl)-piperidin-3-yl methanol), ClC1=CC=C(C=C1)C1=CC=C(C=C1)CCl (4′-chloro-4-chloromethylbiphenyl). Reported procedure: Using 1-(tert-butoxycarbonyl)-piperidin-3-yl methanol (431 mg, 2.00 mmol) and 4′-chloro-4-chloromethylbiphenyl (474 mg, 2.00 mmol), the same procedure was followed as in Step 5a of Example 5 to give 711 mg (86%) of the desired compound as a colorless oil. Yield: 85.5%. The product is C(C)(C)(C)OC(=O)N1CC(CCC1)COCC1=CC=C(C=C1)C1=CC=C(C=C1)Cl (1-(tert-Butoxycarbonyl)-3-[(4′-chlorobiphenyl-4-yl)methoxymethyl]piperidine). The reactants are FCCOC1=C(C=CC(=C1)[N+](=O)[O-])C=1C=NC=CC1C (3-(2-(2-Fluoroethoxy)-4-nitrophenyl)-4-methylpyridine), [Cl-].[NH4+] (ammonium chloride), CCO (EtOH). Reagents/catalysts: [Zn] (Zinc). Run in C1CCOC1 (THF). Conditions: time 2 hour. The product is FCCOC=1C=C(N)C=CC1C=1C=NC=CC1C (3-(2-Fluoroethoxy)-4-(4-methylpyridin-3-yl)aniline). Isolated yield 97.2%. As a reaction SMILES: [F:1][CH2:2][CH2:3][O:4][C:5]1[CH:10]=[C:9]([N+:11]([O-])=O)[CH:8]=[CH:7][C:6]=1[C:14]1[CH:15]=[N:16][CH:17]=[CH:18][C:19]=1[CH3:20].[Cl-].[NH4+].CCO>[Zn].C1COCC1>[F:1][CH2:2][CH2:3][O:4][C:5]1[CH:10]=[C:9]([CH:8]=[CH:7][C:6]=1[C:14]1[CH:15]=[N:16][CH:17]=[CH:18][C:19]=1[CH3:20])[NH2:11] |f:1.2|. Reported procedure: Intermediate 16C (254 mg, 0.919 mmol), Zinc (361 mg, 5.52 mmol), and ammonium chloride (344 mg, 6.44 mmol) were taken in a flask followed by addition of EtOH (2 mL) and THF (2 mL). The reaction mixture was stirred at room temperature for 2 hours and filtered through a pad of CELITE®. The filtrate was concentrated to give Intermediate 16 (220 mg, 0.893 mmol, 97% yield) as a yellow solid. MS (ES): m/z=247.1 [M+H]+. 1H NMR (400 MHz, DMSO-d6) δ ppm 2.13 (s, 3 H) 4.07 (dd, J=7.40, 3.39 Hz, 1 H) 4.13-... Starting materials: C(C)NC(COC1=C(C=C(C=C1Cl)Cl)Cl)=O (N-ethyl-2,4,6-trichlorophenoxyacetamide), product, C1(=CC=CC=C1)C (toluene), CSC.B (borane methyl sulfide). Run in CO (methanol), CO (methanol). Run at temperature 60 celsius. The product is ClC1=C(C(=CC(=C1)Cl)Cl)OCCNCC (N-ethyl ethanolamine 2,4,6-trichlorophenylether). RXN SMILES: [CH2:1]([NH:3][C:4](=O)[CH2:5][O:6][C:7]1[C:12]([Cl:13])=[CH:11][C:10]([Cl:14])=[CH:9][C:8]=1[Cl:15])[CH3:2].C1(C)C=CC=CC=1.CSC.B>CO>[Cl:13][C:12]1[CH:11]=[C:10]([Cl:14])[CH:9]=[C:8]([Cl:15])[C:7]=1[O:6][CH2:5][CH2:4][NH:3][CH2:1][CH3:2] |f:2.3|. Reported procedure: N-ethyl-2,4,6-trichlorophenoxyacetamide, the product of Example 13, 10.5 gm, was added to 80 ml of toluene. 7.0 ml of borane methyl sulfide [BH3 (CH3)2S] (2 equivalents) was then slowly added to the system. The system was heated at approximately 60° C. for 18 hours at which time reaction completion was checked by IR spectroscopy. 50 ml of methanol was then slowly added to the system. After addition of the methanol, the system was acidified by bubbling in HCl gas. Afterwards, the system was reflu... The reactants are S1C2C(C=C1C(COC(=O)C1N(CCC1)C(=O)OC(C)(C)C)=O)SC=C2 (Pyrrolidine-1,2-dicarboxylic acid 1-tert-butyl ester 2-[2-(3a,6a-dihydro-thieno[3,2-b]thiophen-2-yl)-2-oxo-ethyl]ester), C(C)=O (ethanone), C(=O)(OC(C)(C)C)N1[C@H](C(=O)O)CCC1 (Boc-proline), CC#N (MeCN). Solvent: C(C)N(CC)CC (Triethylamine). Conditions: time 1 hour. Yields the product CON(C(=O)C1=CC2C(S1)C=CS2)C (3a,6a-Dihydro-thieno[3,2-b]thiophene-2-carboxylic acid methoxy-methyl-amide). Isolated yield 61.0%. Reaction SMILES: [S:1]1[C:5]([C:6](=[O:23])COC(C2CCCN2C(OC(C)(C)C)=O)=O)=[CH:4][CH:3]2[S:24][CH:25]=[CH:26][CH:2]12.[CH:27](=[O:29])C.[C:30]([N:37]1CCC[C@H]1C(O)=O)(OC(C)(C)C)=O.CC#N>C(N(CC)CC)C>[CH3:27][O:29][N:37]([CH3:30])[C:6]([C:5]1[S:1][CH:2]2[CH:26]=[CH:25][S:24][CH:3]2[CH:4]=1)=[O:23]. Procedure details: 3a,6a-Dihydro-thieno[3,2-b]thiophene-2-carboxylic acid (2 g, 10.86 mmol) MeNHOMe-HCl (1.06 g, 10.86 mmol), HOBt (1.47 g, 10.86 mmol) and DIPEA (5.9 mL, 33.67 mmol) were combined in DMF (40 mL). To the stirred mixture was added EDCI (2.72 g, 14.12 mmol). After 5 h, EtOAc (100 mL) was added and the organics were washed with saturated aqueous NaHCO3 and brine then dried over MgSO4, filtered and concentrated. The crude residue was purified by silica column chromatography (20% to 45% EtOAc/Hex) to af... Starting materials: ester, C(C1=CC=CC=C1)(=O)NC(C(CN(C(=O)N1[C@H](C(=O)OCC2=CC=CC=C2)CCC1)C)=O)CCCCNC(=O)OCC1=CC=CC=C1 ((±)-1-[[[3-(Benzoylamino)-7-[[(phenylmethoxy)carbonyl]amino]-2-oxoheptyl]methylamino]carbonyl]-L-proline, phenylmethyl ester), [BH4-].[Na+] (sodium borohydride). The product is C(C1=CC=CC=C1)(=O)NC(C(CN(C(=O)N1[C@H](C(=O)OCC2=CC=CC=C2)CCC1)C)O)CCCCNC(=O)OCC1=CC=CC=C1 ((±)-1-[[[3-(benzoylamino)-7-[[(phenylmethoxy)carbonyl]amino]-2-hydroxyheptyl]methylamino]carbonyl]-L-proline, phenylmethyl ester). As a reaction SMILES: [C:1]([NH:9][CH:10]([CH2:33][CH2:34][CH2:35][CH2:36][NH:37][C:38]([O:40][CH2:41][C:42]1[CH:47]=[CH:46][CH:45]=[CH:44][CH:43]=1)=[O:39])[C:11](=[O:32])[CH2:12][N:13]([CH3:31])[C:14]([N:16]1[CH2:30][CH2:29][CH2:28][C@H:17]1[C:18]([O:20][CH2:21][C:22]1[CH:27]=[CH:26][CH:25]=[CH:24][CH:23]=1)=[O:19])=[O:15])(=[O:8])[C:2]1[CH:7]=[CH:6][CH:5]=[CH:4][CH:3]=1.[BH4-].[Na+]>>[C:1]([NH:9][CH:10]([CH2:33][CH2:34][CH2:35][CH2:36][NH:37][C:38]([O:40][CH2:41][C:42]1[CH:43]=[CH:44][CH:45]=[CH:46][CH:47]=1)=[O:39])[CH:11]([OH:32])[CH2:12][N:13]([CH3:31])[C:14]([N:16]1[CH2:30][CH2:29][CH2:28][C@H:17]1[C:18]([O:20][CH2:21][C:22]1[CH:23]=[CH:24][CH:25]=[CH:26][CH:27]=1)=[O:19])=[O:15])(=[O:8])[C:2]1[CH:7]=[CH:6][CH:5]=[CH:4][CH:3]=1 |f:1.2|. Procedure: The ester product from part (c) is treated with sodium borohydride according to the procedure of Example 1(f) to yield (±)-1-[[[3-(benzoylamino)-7-[[(phenylmethoxy)carbonyl]amino]-2-hydroxyheptyl]methylamino]carbonyl]-L-proline, phenylmethyl ester. Starting materials: C(C)(C)(C)OC(=O)N1C[C@@H](CC1)NCC1=CC=CC=C1 ((R)-3-benzylaminopyrrolidine-1-carboxylic acid tert-butyl ester), Cl (hydrogen chloride). The solvent is C(C)(=O)OCC (ethyl acetate), C(C)(=O)OCC (ethyl acetate). Run at time 2 hour. The product is Cl.Cl.C(C1=CC=CC=C1)NC1CNCC1 (benzylpyrrolidin-3-yl-amine dihydrochloride). Yield: 51.0%. Reaction SMILES: C(OC([N:8]1[CH2:12][CH2:11][C@@H:10]([NH:13][CH2:14][C:15]2[CH:20]=[CH:19][CH:18]=[CH:17][CH:16]=2)[CH2:9]1)=O)(C)(C)C.[ClH:21]>C(OCC)(=O)C>[ClH:21].[ClH:21].[CH2:14]([NH:13][CH:10]1[CH2:11][CH2:12][NH:8][CH2:9]1)[C:15]1[CH:16]=[CH:17][CH:18]=[CH:19][CH:20]=1 |f:3.4.5|. Reported procedure: To a solution of (R)-3-benzylaminopyrrolidine-1-carboxylic acid tert-butyl ester (15.3 g, 55.4 mmol) in ethyl acetate (100 ml) was added 12% hydrogen chloride in ethyl acetate (100 ml) at 5° C. The mixture was stirred for 2 hours at room temperature. The precipitated crystals were collected by filtration and washed with ethyl acetate to afford benzylpyrrolidin-3-yl-amine dihydrochloride (6.0 g, 51%) as colorless crystals. Starting materials: CC(C)(C)CC1CC(c2onc(C(CCCOCc3ccccc3)CC(=O)OC(C)(C)C)c2I)C1, CC1(C)OB(C2CC2)OC1(C)C, [K+], [K+], [K+], CN(C)C=O, O, O=P([O-])([O-])[O-]. Yields the product CC(C)(C)CC1CC(c2onc(C(CCCOCc3ccccc3)CC(=O)OC(C)(C)C)c2C2CC2)C1. As a reaction SMILES: [CH2:1]([c:2]1[cH:3][cH:4][cH:5][cH:6][cH:7]1)[O:8][CH2:9][CH2:10][CH2:11][CH:12]([CH2:13][C:14](=[O:15])[O:16][C:17]([CH3:18])([CH3:19])[CH3:20])[c:21]1[n:22][o:23][c:24]([CH:27]2[CH2:28][CH:29]([CH2:31][C:32]([CH3:33])([CH3:34])[CH3:35])[CH2:30]2)[c:25]1[I:26].[CH:36]1([B:39]2[O:40][C:41]([CH3:42])([CH3:43])[C:44]([CH3:45])([CH3:46])[O:47]2)[CH2:37][CH2:38]1.[K+:53].[K+:54].[K+:55].[O:56]=[CH:57][N:58]([CH3:59])[CH3:60].[OH2:61].[P:48]([O-:49])([O-:50])([O-:51])=[O:52]>>[CH2:1]([c:2]1[cH:3][cH:4][cH:5][cH:6][cH:7]1)[O:8][CH2:9][CH2:10][CH2:11][CH:12]([CH2:13][C:14](=[O:15])[O:16][C:17]([CH3:18])([CH3:19])[CH3:20])[c:21]1[n:22][o:23][c:24]([CH:27]2[CH2:28][CH:29]([CH2:31][C:32]([CH3:33])([CH3:34])[CH3:35])[CH2:30]2)[c:25]1[CH:36]1[CH2:37][CH2:38]1.